This data is from the Open Reaction Database (ORD), a public repository of structured organic reaction records. The task is: describe an organic reaction: reactants, conditions, products, and yield The reactants are BrC1=CC=C(N1)C(=O)OCC (ethyl 5-bromo-1H-pyrrole-2-carboxylate), BrCC(=O)C1=CC=C(C=C1)OC (2-bromo-1-(4-methoxyphenyl)ethanone), C([O-])([O-])=O.[K+].[K+] (potassium carbonate). The solvent is CN(C=O)C (N,N-dimethylformamide). Run at time 8 hour. Yields the product COC(=O)C=1N(C(=CC1)Br)CC(=O)C1=CC=C(C=C1)OC (5-bromo-1-[2-(4-methoxy-phenyl)-2-oxo-ethyl]-1H-pyrrole-2-carboxylic acid methyl ester). Isolated yield 68.8%. RXN SMILES: [Br:1][C:2]1[NH:6][C:5]([C:7]([O:9][CH2:10]C)=[O:8])=[CH:4][CH:3]=1.Br[CH2:13][C:14]([C:16]1[CH:21]=[CH:20][C:19]([O:22][CH3:23])=[CH:18][CH:17]=1)=[O:15].C(=O)([O-])[O-].[K+].[K+]>CN(C)C=O>[CH3:10][O:9][C:7]([C:5]1[N:6]([CH2:13][C:14]([C:16]2[CH:21]=[CH:20][C:19]([O:22][CH3:23])=[CH:18][CH:17]=2)=[O:15])[C:2]([Br:1])=[CH:3][CH:4]=1)=[O:8] |f:2.3.4|. Procedure details: A mixture of ethyl 5-bromo-1H-pyrrole-2-carboxylate (0.13 g, 0.64 mmol), 2-bromo-1-(4-methoxyphenyl)ethanone (160 mg, 0.69 mmol) and potassium carbonate (132 mg, 0.95 mmol) in N,N-dimethylformamide (4 mL) was stirred at room temperature overnight. At this time, the light brown reaction mixture was quenched with water. The resulting precipitate was collected by filtration and dried in vacuo. The resulting solid was dissolved in methylene chloride, concentrated in vacuo and then triturated with di...